From a dataset of the Open Reaction Database (ORD), a public repository of structured organic reaction records. describe an organic reaction: reactants, conditions, products, and yield The reactants are ClC1=C(C=C(C=C1)O)NC(C(C(C)=O)CC1=CC=C(C=C1)S(=O)(=O)C)=O (N-(2-chloro-5-hydroxyphenyl)-2-(4-methanesulfonylbenzyl)-3-oxo-butyramide), CS(=O)(=O)O (methanesulfonic acid). The solvent is C(C)(=O)[O-].[Na+] (sodium acetate). Run at temperature 100 celsius. The product is ClC=1C=CC(=C2C(=C(C(NC12)=O)CC1=CC=C(C=C1)S(=O)(=O)C)C)O (8-chloro-5-hydroxy-3-(4-methanesulfonylbenzyl)-4-methyl-1H-quinolin-2-one). Reaction SMILES: [Cl:1][C:2]1[CH:7]=[CH:6][C:5]([OH:8])=[CH:4][C:3]=1[NH:9][C:10](=[O:26])[CH:11]([CH2:15][C:16]1[CH:21]=[CH:20][C:19]([S:22]([CH3:25])(=[O:24])=[O:23])=[CH:18][CH:17]=1)[C:12](=O)[CH3:13].CS(O)(=O)=O>C([O-])(=O)C.[Na+]>[Cl:1][C:2]1[CH:7]=[CH:6][C:5]([OH:8])=[C:4]2[C:3]=1[NH:9][C:10](=[O:26])[C:11]([CH2:15][C:16]1[CH:17]=[CH:18][C:19]([S:22]([CH3:25])(=[O:24])=[O:23])=[CH:20][CH:21]=1)=[C:12]2[CH3:13] |f:2.3|. Procedure details: A mixture of N-(2-chloro-5-hydroxyphenyl)-2-(4-methanesulfonylbenzyl)-3-oxo-butyramide (0.25 g) and methanesulfonic acid (1.1 g) was heated at 100° C. for 10 minutes. The mixture cooled to room temperature and poured into a saturated aqueous solution of sodium acetate (20 mL). The resulting precipitate was collected by filtration, washed with water and dried to afford title compound as a pale pink solid, 0.21 g. Reactants: C=CCI, COc1ccc2ccc(=O)[nH]c2c1, [H-], [Na+], CN(C)C=O. The product is C=CCn1c(=O)ccc2ccc(OC)cc21. Reaction SMILES: [CH2:16]([CH:17]=[CH2:18])[I:19].[CH3:1][O:2][c:3]1[cH:4][cH:5][c:6]2[cH:7][cH:8][c:9](=[O:13])[nH:10][c:11]2[cH:12]1.[H-:15].[Na+:14].[O:20]=[CH:21][N:22]([CH3:23])[CH3:24]>>[CH3:1][O:2][c:3]1[cH:4][cH:5][c:6]2[cH:7][cH:8][c:9](=[O:13])[n:10]([CH2:18][CH:17]=[CH2:16])[c:11]2[cH:12]1. The reactants are CCC1(C)CC(OC(=O)c2ccccc2)C(C)C(C)(CC)N1, C=CCBr, CN(C)C=O. The product is C=CCN1C(C)(CC)CC(OC(=O)c2ccccc2)C(C)C1(C)CC. As a reaction SMILES: [C:1]([c:2]1[cH:3][cH:4][cH:5][cH:6][cH:7]1)(=[O:8])[O:9][CH:10]1[CH:11]([CH3:22])[C:12]([CH3:19])([CH2:20][CH3:21])[NH:13][C:14]([CH3:16])([CH2:17][CH3:18])[CH2:15]1.[CH2:23]([CH:24]=[CH2:25])[Br:26].[CH3:27][N:28]([CH3:29])[CH:30]=[O:31]>>[C:1]([c:2]1[cH:3][cH:4][cH:5][cH:6][cH:7]1)(=[O:8])[O:9][CH:10]1[CH:11]([CH3:22])[C:12]([CH3:19])([CH2:20][CH3:21])[N:13]([CH2:25][CH:24]=[CH2:23])[C:14]([CH3:16])([CH2:17][CH3:18])[CH2:15]1. Product: BrC1=CC=C(C=C1)C(C(=O)OC)O (methyl (4-bromophenyl)(hydroxy)acetate). Starting materials: Cl (Hydrogen chloride), BrC1=CC=C(C(C(=O)O)O)C=C1 (4-bromomandelic acid), CO (methanol). Reported procedure: Hydrogen chloride (4 M in 1,4-dioxane) (3 mL, 18 mmol) was added to an ambient temperature solution of 4-bromomandelic acid (5 g, 21.6 mmol) in methanol (50 mL). After stirring at ambient temperature overnight, the reaction mixture was concentrated in vacuo to afford methyl (4-bromophenyl)(hydroxy)acetate which was used in the subsequent step without further purification. Reaction conditions: time 8 hour. RXN SMILES: Cl.[Br:2][C:3]1[CH:13]=[CH:12][C:6]([CH:7]([OH:11])[C:8]([OH:10])=[O:9])=[CH:5][CH:4]=1.[CH3:14]O>>[Br:2][C:3]1[CH:13]=[CH:12][C:6]([CH:7]([OH:11])[C:8]([O:10][CH3:14])=[O:9])=[CH:5][CH:4]=1.